describe an organic reaction: reactants, conditions, products, and yield From a dataset of the Open Reaction Database (ORD), a public repository of structured organic reaction records. The reactants are C(CCC)OC=1C(C(C1NC(C)(C)C)=O)=O (3-Butoxy-4-tert-butylamino-cyclobut-3-ene-1,2-dione), CC1=C(CN)C=CC(=C1)C (2,4-dimethylbenzylamine), 2,4- and 2,6-dimethylbenzylamine. The solvent is O1CCCC1 (tetrahydrofuran). Conditions: time 16 hour. The product is C(C)(C)(C)NC=1C(C(C1NCC1=C(C=C(C=C1)C)C)=O)=O (3-tert-Butylamino-4-(2,4-dimethyl-benzylamino)-cyclobut-3-ene-1,2-dione). The yield is 47.0%. RXN SMILES: C(O[C:6]1[C:7](=[O:16])[C:8](=[O:15])[C:9]=1[NH:10][C:11]([CH3:14])([CH3:13])[CH3:12])CCC.[CH3:17][C:18]1[CH:25]=[C:24]([CH3:26])[CH:23]=[CH:22][C:19]=1[CH2:20][NH2:21]>O1CCCC1>[C:11]([NH:10][C:9]1[C:8](=[O:15])[C:7](=[O:16])[C:6]=1[NH:21][CH2:20][C:19]1[CH:22]=[CH:23][C:24]([CH3:26])=[CH:25][C:18]=1[CH3:17])([CH3:12])([CH3:13])[CH3:14]. Reported procedure: A solution of 3-butoxy-4-tert-butylamino-cyclobut-3-ene-1,2-dione (1.13 g, 5.0 mmol, Example 1) and 2,4-dimethylbenzylamine (0.68 g, 5.0 mmol, a mixture of 2,4- and 2,6-dimethylbenzylamine isomers) in tetrahydrofuran (10 mL) was stirred at room temperature for approximately 16 hours. Removal of solvent, thorough trituration of the residue with diethyl ether and drying provided 1.07 g of crude product. Three recrystallizations of this material from acetonitrile gave 0.67 g (47%) of the title comp...